From a dataset of the Open Reaction Database (ORD), a public repository of structured organic reaction records. describe an organic reaction: reactants, conditions, products, and yield The reactants are NC(=O)C(c1ccccc1)(c1ccccc1)C1CCN(CCCCCCCO)C1, CS(C)=O, CCN(C(C)C)C(C)C, ClCCl, O, O=S(=O)=O, c1ccncc1. Yields the product NC(=O)C(c1ccccc1)(c1ccccc1)C1CCNC1. Reaction SMILES: [C:1]([NH2:2])(=[O:3])[C:4]([c:5]1[cH:6][cH:7][cH:8][cH:9][cH:10]1)([c:11]1[cH:12][cH:13][cH:14][cH:15][cH:16]1)[CH:17]1[CH2:18][N:19]([CH2:22][CH2:23][CH2:24][CH2:25][CH2:26][CH2:27][CH2:28][OH:29])[CH2:20][CH2:21]1.[CH3:39][S:40]([CH3:41])=[O:42].[CH:30]([N:31]([CH2:32][CH3:33])[CH:34]([CH3:35])[CH3:36])([CH3:37])[CH3:38].[Cl:53][CH2:54][Cl:55].[OH2:56].[S:49](=[O:50])(=[O:51])=[O:52].[n:43]1[cH:44][cH:45][cH:46][cH:47][cH:48]1>>[C:1]([NH2:2])(=[O:3])[C:4]([c:5]1[cH:6][cH:7][cH:8][cH:9][cH:10]1)([c:11]1[cH:12][cH:13][cH:14][cH:15][cH:16]1)[CH:17]1[CH2:18][NH:19][CH2:20][CH2:21]1. Starting materials: COC(CC1(OCC(C2=C1NC1=C(C=CC=C21)CC)=O)CC)=O (1,8-Diethyl-1,3,4,9-tetrahydro-4-oxopyrano[3,4-b]indole-1-acetic Acid Methyl Ester), C(=O)([O-])[O-].[K+].[K+] (K2CO3). Run in O (H2O), CO (MeOH). Conditions: time 8 hour. Product: C(C)C1(OCC(C2=C1NC1=C(C=CC=C21)CC)=O)CC(=O)O (1,8-Diethyl-1,3,4,9-tetrahydro-4-oxopyrano[3,4-b]indole-1-acetic Acid). Yield: 90.6%. Reaction SMILES: C[O:2][C:3](=[O:23])[CH2:4][C:5]1([CH2:21][CH3:22])[C:10]2[NH:11][C:12]3[C:17]([C:9]=2[C:8](=[O:20])[CH2:7][O:6]1)=[CH:16][CH:15]=[CH:14][C:13]=3[CH2:18][CH3:19].C([O-])([O-])=O.[K+].[K+]>CO.O>[CH2:21]([C:5]1([CH2:4][C:3]([OH:23])=[O:2])[C:10]2[NH:11][C:12]3[C:17]([C:9]=2[C:8](=[O:20])[CH2:7][O:6]1)=[CH:16][CH:15]=[CH:14][C:13]=3[CH2:18][CH3:19])[CH3:22] |f:1.2.3|. Reported procedure: 1,8-Diethyl-1,3,4,9-tetrahydro-4-oxopyrano[3,4-b]indole-1-acetic acid methyl ester 17 (1.5 g, 4.8 mmol) was suspended in 30 mL of MeOH and a solution of K2CO3 (3.5 g) in 30 mL of H2O was added. The mixture was heated to reflux, upon which the solution became homogeneous. After refluxing for 2 hours, the solution was cooled to room temperature, and the MeOH removed in vacuo. The aqueous solution was made acidic with 6N HCl, and the resulting cloudy solution was extracted with ether (2×50 mL). The... Starting materials: ClC1=NC=C(C(=N1)NCCCN1CCOCC1)C#N (2Chloro-5-cyano-4-(3-morpholinopropylamino)pyrimidine), O1C(CCC1)CNS(=O)(=O)C1=CC=C(N)C=C1 (4-[N-(tetrahydrofur-2-ylmethyl)sulphamoyl]aniline), Cl (hydrogen chloride). The solvent is CC(CC)O (2-butanol). Product: C(#N)C=1C(=NC(=NC1)NC1=CC=C(C=C1)S(NCC1OCCC1)(=O)=O)NCCCN1CCOCC1 (5-Cyano-4-(3-morpholinopropylamino)-2-{4-[N-(tetrahydrofur-2-ylmethyl)sulphamoyl]anilino)pyrimidine). Yield: 13.2%. Reaction SMILES: Cl[C:2]1[N:7]=[C:6]([NH:8][CH2:9][CH2:10][CH2:11][N:12]2[CH2:17][CH2:16][O:15][CH2:14][CH2:13]2)[C:5]([C:18]#[N:19])=[CH:4][N:3]=1.[O:20]1[CH2:24][CH2:23][CH2:22][CH:21]1[CH2:25][NH:26][S:27]([C:30]1[CH:36]=[CH:35][C:33]([NH2:34])=[CH:32][CH:31]=1)(=[O:29])=[O:28].Cl>CC(O)CC>[C:18]([C:5]1[C:6]([NH:8][CH2:9][CH2:10][CH2:11][N:12]2[CH2:17][CH2:16][O:15][CH2:14][CH2:13]2)=[N:7][C:2]([NH:34][C:33]2[CH:32]=[CH:31][C:30]([S:27](=[O:29])(=[O:28])[NH:26][CH2:25][CH:21]3[CH2:22][CH2:23][CH2:24][O:20]3)=[CH:36][CH:35]=2)=[N:3][CH:4]=1)#[N:19]. Procedure details: 2Chloro-5-cyano-4-(3-morpholinopropylamino)pyrimidine (Method 66; 525 mg, 1.87 mmol), 4-[N-(tetrahydrofur-2-ylmethyl)sulphamoyl]aniline (Method 2; 430 mg, 1.68 mmol) and 1M ethereal hydrogen chloride (1.87 ml, 1.87 mmol) in 2-butanol (3 ml) was heated at 90° C. for 3 hours. The mixture was allowed to cool, the resulting precipitate was collected by filtration and was washed with ethyl acetate. The crude solid was purified by chromatography eluting with DCM/methanolic ammonia/(100:0) increasing i... Reactants: FC(C1=CC=C(C(=O)Cl)C=C1)(F)F (p-trifluoromethyl benzoyl chloride), C1(=CC=CC=C1)C1=NN2C(C=C(C=C2N)C2=CC=NC=C2)=N1 (2-phenyl-7-pyridin-4-yl-[1,2,4]triazolo[1,5-a]pyridin-5-ylamine), N1=CC=CC=C1 (pyridine), FC(C1=CC=C(C(=O)Cl)C=C1)(F)F (p-trifluoromethyl benzoyl chloride). Run in ClCCl (dichloromethane). Product: C1(=CC=CC=C1)C1=NN2C(C=C(C=C2NC(C2=CC=C(C=C2)C(F)(F)F)=O)C2=CC=NC=C2)=N1 (N-(2-phenyl-7-pyridin-4-yl-[1,2,4]triazolo[1,5-a]pyridin-5-yl)-4-trifluoromethyl-benzamide). Yield: 60.9%. Reaction SMILES: [C:1]1([C:7]2[N:22]=[C:10]3[CH:11]=[C:12]([C:16]4[CH:21]=[CH:20][N:19]=[CH:18][CH:17]=4)[CH:13]=[C:14]([NH2:15])[N:9]3[N:8]=2)[CH:6]=[CH:5][CH:4]=[CH:3][CH:2]=1.N1C=CC=CC=1.[F:29][C:30]([F:41])([F:40])[C:31]1[CH:39]=[CH:38][C:34]([C:35](Cl)=[O:36])=[CH:33][CH:32]=1>ClCCl>[C:1]1([C:7]2[N:22]=[C:10]3[CH:11]=[C:12]([C:16]4[CH:21]=[CH:20][N:19]=[CH:18][CH:17]=4)[CH:13]=[C:14]([NH:15][C:35](=[O:36])[C:34]4[CH:38]=[CH:39][C:31]([C:30]([F:29])([F:40])[F:41])=[CH:32][CH:33]=4)[N:9]3[N:8]=2)[CH:2]=[CH:3][CH:4]=[CH:5][CH:6]=1. Reported procedure: A mixture of 0.29 g (0.001 mol) 2-phenyl-7-pyridin-4-yl-[1,2,4]triazolo[1,5-a]pyridin-5-ylamine and 1.13 ml(0.014 mol) pyridine in 30 ml dichloromethane was stirred with 0.63 g(0.003 mol) p-trifluoromethyl benzoyl chloride for 18 hours at room temperature. Then another 0.63 g(0.003 mol) p-trifluoromethyl benzoyl chloride were added and stirring was continued at reflux temperature for 48 hours. After extraction with aqueous sodium hydroxide the organic solvents were distilled off and the residue ... Starting materials: N12CCN(CC1)CC2 (1,4-diazabicyclo[2,2,2]octane), C(C(C)C)=O (isobutyraldehyde), C(C=C)#N (acrylonitrile), Cl (hydrochloric acid). The reagents and catalysts are C(C)(C)(C)C1=C(C(=CC(=C1)C)C(C)(C)C)O (2,6-di-tert-butyl-4-methylphenol). Run in O (water), O (water). Reaction conditions: temperature 25 celsius. The product is OC(C(C#N)=C)C(C)C (3-hydroxy-4-methyl-2-methylenepentanenitrile). Isolated yield 193.4%. Reaction SMILES: [N:1]12[CH2:8][CH2:7]N(CC1)CC2.[CH:9](=[O:13])[CH:10]([CH3:12])[CH3:11].[C:14](#N)C=C.Cl>C(C1C=C(C)C=C(C(C)(C)C)C=1O)(C)(C)C.O>[OH:13][CH:9]([CH:10]([CH3:12])[CH3:11])[C:7](=[CH2:14])[C:8]#[N:1]. Reported procedure: A 250 mL, three-necked, round-bottom flask with overhead stirring is charged with 0.36 g (1.6 mmol) of 2,6-di-tert-butyl-4-methylphenol, 37 g (0.33 mol) of 1,4-diazabicyclo[2,2,2]octane, 60 mL (0.66 mol) of isobutyraldehyde, 52 mL (0.79 mol) of acrylonitrile, and 7.2 mL (0.4 mol) of water. The reaction mixture is stirred at 50° C. for 24 hours, cooled to 25° C., and quenched into a solution of 33 mL (0.38 mol) of hydrochloric acid and 100 mL of water. The product is extracted with 120 mL of meth... Reactants: FC1=C(C=CC=C1)[N+](=O)[O-] (2-fluoro-nitrobenzene), BrC1=CC(=C(N)C=C1)C (4-bromo-2-methyl-aniline), [F-].[K+] (potassium fluoride). Run in C(Cl)Cl (methylene chloride). Run at temperature 180 celsius. Yields the product [N+](=O)([O-])C1=C(C=CC=C1)NC1=C(C=C(C=C1)Br)C (N-(2-Nitrophenyl)-4-bromo-2-methyl-aniline). As a reaction SMILES: F[C:2]1[CH:7]=[CH:6][CH:5]=[CH:4][C:3]=1[N+:8]([O-:10])=[O:9].[Br:11][C:12]1[CH:18]=[CH:17][C:15]([NH2:16])=[C:14]([CH3:19])[CH:13]=1.[F-].[K+]>C(Cl)Cl>[N+:8]([C:3]1[CH:4]=[CH:5][CH:6]=[CH:7][C:2]=1[NH:16][C:15]1[CH:17]=[CH:18][C:12]([Br:11])=[CH:13][C:14]=1[CH3:19])([O-:10])=[O:9] |f:2.3|. Procedure details: A mixture of 2.9 ml (27.5 mmol) of 2-fluoro-nitrobenzene, 10.55 g (55 mmol) of 4-bromo-2-methyl-aniline and 1.60 g (27.5 mmol) of spray-dried potassium fluoride is heated to 180° C. After cooling the reaction mixture is taken up in methylene chloride, washed with H2O, with 10% hydrochloric acid and again with H2O, dried with Na2SO4, concentrated and purified by flash chromatography (silica gel; petroleum ether/ethyl acetate=75:25). Reactants: C1N(CC2C1CNC2)C(=O)C2=C(C=CC=C2)C=2SC=CC2 ((Hexahydro-pyrrolo[3,4-c]pyrrol-2-yl)-(2-thiophen-2-yl-phenyl)-methanone), ClC1=NC(=CC=C1)C(F)(F)F (2-chloro-6-trifluoromethyl-pyridine). Yields the product S1C(=CC=C1)C1=C(C=CC=C1)C(=O)N1CC2CN(CC2C1)C1=NC(=CC=C1)C(F)(F)F (2-[(2-Thiophen-2-ylphenyl)carbonyl]-5-[6-(trifluoromethyl)pyridin-2-yl]octahydro pyrrolo[3,4-c]pyrrole). RXN SMILES: [CH2:1]1[CH:5]2[CH2:6][NH:7][CH2:8][CH:4]2[CH2:3][N:2]1[C:9]([C:11]1[CH:16]=[CH:15][CH:14]=[CH:13][C:12]=1[C:17]1[S:18][CH:19]=[CH:20][CH:21]=1)=[O:10].Cl[C:23]1[CH:28]=[CH:27][CH:26]=[C:25]([C:29]([F:32])([F:31])[F:30])[N:24]=1>>[S:18]1[CH:19]=[CH:20][CH:21]=[C:17]1[C:12]1[CH:13]=[CH:14][CH:15]=[CH:16][C:11]=1[C:9]([N:2]1[CH2:3][CH:4]2[CH:5]([CH2:6][N:7]([C:23]3[CH:28]=[CH:27][CH:26]=[C:25]([C:29]([F:32])([F:31])[F:30])[N:24]=3)[CH2:8]2)[CH2:1]1)=[O:10]. Procedure: The title compound was prepared in a manner analogous to Example 15 utilizing Intermediate 37 and 2-chloro-6-trifluoromethyl-pyridine. MS (ESI): mass calculated for C23H20F3N3OS, 443.49; m/z found 444.1 [M+H]+. 1H NMR (400 MHz, CDCl3): 7.62-7.33 (m, 5H), 7.29-7.05 (m, 2H), 7.04-6.80 (m, 2H), 6.37 (s, 1H), 4.01-2.47 (m, 10H). Starting materials: C(C)OC(=O)C=1NC2=CC=CC=C2C1 (1H-indole-2-carboxylic acid ethyl ester), ClC=1C=C2C=CC=C(C2=CC1)CCl (6-chloro-1-chloromethyl-naphthalene). The product is ClC=1C=C2C=CC=C(C2=CC1)CN1C(=CC2=CC=CC=C12)C(=O)O (1-(6-Chloro-naphthalen-1-ylmethyl)-1H-indole-2-carboxylic acid). RXN SMILES: C([O:3][C:4]([C:6]1[NH:7][C:8]2[C:13]([CH:14]=1)=[CH:12][CH:11]=[CH:10][CH:9]=2)=[O:5])C.[Cl:15][C:16]1[CH:17]=[C:18]2[C:23](=[CH:24][CH:25]=1)[C:22]([CH2:26]Cl)=[CH:21][CH:20]=[CH:19]2>>[Cl:15][C:16]1[CH:17]=[C:18]2[C:23](=[CH:24][CH:25]=1)[C:22]([CH2:26][N:7]1[C:8]3[C:13](=[CH:12][CH:11]=[CH:10][CH:9]=3)[CH:14]=[C:6]1[C:4]([OH:3])=[O:5])=[CH:21][CH:20]=[CH:19]2. Procedure details: Using general procedure B, 1H-indole-2-carboxylic acid ethyl ester was coupled with 6-chloro-1-chloromethyl-naphthalene (Lit. 14) and the product obtained was hydrolyzed to give the title compound as a white solid. MS: 334.0 ([M−H]−). Starting materials: C=Cc1ccc2ccnc(OC3CC(C(=O)OC)N(C(=O)OC(C)(C)C)C3)c2c1, Cl, C1COCCO1. Product: C=Cc1ccc2ccnc(OC3C[NH2+]C(C(=O)OC)C3)c2c1, [Cl-]. RXN SMILES: [CH:1](=[CH2:2])[c:3]1[cH:4][cH:5][c:6]2[cH:7][cH:8][n:9][c:10]([O:13][CH:14]3[CH2:15][CH:16]([C:26](=[O:27])[O:28][CH3:29])[N:17]([C:19]([O:20][C:21]([CH3:22])([CH3:23])[CH3:24])=[O:25])[CH2:18]3)[c:11]2[cH:12]1.[ClH:30].[O:31]1[CH2:32][CH2:33][O:34][CH2:35][CH2:36]1>>[CH:1](=[CH2:2])[c:3]1[cH:4][cH:5][c:6]2[cH:7][cH:8][n:9][c:10]([O:13][CH:14]3[CH2:15][CH:16]([C:26](=[O:27])[O:28][CH3:29])[NH2+:17][CH2:18]3)[c:11]2[cH:12]1.[Cl-:30]. Starting materials: BrC=1C=C(C=C(C1)Br)[Si](C1=CC=CC=C1)(C1=CC=CC=C1)C1=CC=CC=C1 ((3,5-dibromophenyl)triphenylsilane), CC1(OB(OC1(C)C)C1=CC=2C3=CC=CC=C3C3=CC=CC=C3C2C=C1)C (4,4,5,5-tetramethyl-2-(triphenylen-2-yl)-1,3,2-dioxaborolane), C(=O)([O-])[O-].[K+].[K+] (K2CO3). Reagents/catalysts: C=1C=CC(=CC1)[P](C=2C=CC=CC2)(C=3C=CC=CC3)[Pd]([P](C=4C=CC=CC4)(C=5C=CC=CC5)C=6C=CC=CC6)([P](C=7C=CC=CC7)(C=8C=CC=CC8)C=9C=CC=CC9)[P](C=1C=CC=CC1)(C=1C=CC=CC1)C=1C=CC=CC1 (Pd(PPh3)4). Run in C1(=CC=CC=C1)C (toluene), O (water). Yields the product BrC=1C=C(C=C(C1)C1=CC=2C3=CC=CC=C3C3=CC=CC=C3C2C=C1)[Si](C1=CC=CC=C1)(C1=CC=CC=C1)C1=CC=CC=C1 ((3-bromo-5-(triphenylen-2-yl)phenyl)triphenylsilane). Yield: 52.5%. Reaction SMILES: Br[C:2]1[CH:3]=[C:4]([Si:9]([C:22]2[CH:27]=[CH:26][CH:25]=[CH:24][CH:23]=2)([C:16]2[CH:21]=[CH:20][CH:19]=[CH:18][CH:17]=2)[C:10]2[CH:15]=[CH:14][CH:13]=[CH:12][CH:11]=2)[CH:5]=[C:6]([Br:8])[CH:7]=1.CC1(C)C(C)(C)OB([C:36]2[CH:53]=[CH:52][C:51]3[C:50]4[C:45](=[CH:46][CH:47]=[CH:48][CH:49]=4)[C:44]4[C:39](=[CH:40][CH:41]=[CH:42][CH:43]=4)[C:38]=3[CH:37]=2)O1.C([O-])([O-])=O.[K+].[K+]>C1(C)C=CC=CC=1.O.C1C=CC([P]([Pd]([P](C2C=CC=CC=2)(C2C=CC=CC=2)C2C=CC=CC=2)([P](C2C=CC=CC=2)(C2C=CC=CC=2)C2C=CC=CC=2)[P](C2C=CC=CC=2)(C2C=CC=CC=2)C2C=CC=CC=2)(C2C=CC=CC=2)C2C=CC=CC=2)=CC=1>[Br:8][C:6]1[CH:5]=[C:4]([Si:9]([C:22]2[CH:27]=[CH:26][CH:25]=[CH:24][CH:23]=2)([C:16]2[CH:21]=[CH:20][CH:19]=[CH:18][CH:17]=2)[C:10]2[CH:15]=[CH:14][CH:13]=[CH:12][CH:11]=2)[CH:3]=[C:2]([C:47]2[CH:48]=[CH:49][C:50]3[C:51]4[C:38](=[CH:37][CH:36]=[CH:53][CH:52]=4)[C:39]4[C:44](=[CH:43][CH:42]=[CH:41][CH:40]=4)[C:45]=3[CH:46]=2)[CH:7]=1 |f:2.3.4,^1:72,74,93,112|. Procedure details: A solution of (3,5-dibromophenyl)triphenylsilane (2.20 g, 4.45 mmol), 4,4,5,5-tetramethyl-2-(triphenylen-2-yl)-1,3,2-dioxaborolane (3.15 g, 8.90 mmol), Pd(PPh3)4 (0.051 g, 0.045 mmol) and K2CO3 (1.23 g, 8.90 mmol) in toluene (100 mL) and water (20 mL) was refluxed under nitrogen overnight. After cooling to room temperature, the organic phase was isolated, filtered through a short plug of Celite® and the solvent was evaporated. The residue was purified by column chromatography on silica gel with ...